This data is from the Open Reaction Database (ORD), a public repository of structured organic reaction records. The task is: describe an organic reaction: reactants, conditions, products, and yield Reactants: CI, [K+], [K+], O=[N+]([O-])c1cccc(C(F)(F)F)c1O, O=C([O-])[O-], CN(C)C=O. The product is COc1c([N+](=O)[O-])cccc1C(F)(F)F. Reaction SMILES: [I:21][CH3:22].[K+:15].[K+:16].[N+:1](=[O:2])([O-:3])[c:4]1[c:5]([OH:14])[c:6]([C:10]([F:11])([F:12])[F:13])[cH:7][cH:8][cH:9]1.[O-:17][C:18]([O-:19])=[O:20].[O:23]=[CH:24][N:25]([CH3:26])[CH3:27]>>[N+:1](=[O:2])([O-:3])[c:4]1[c:5]([O:14][CH3:18])[c:6]([C:10]([F:11])([F:12])[F:13])[cH:7][cH:8][cH:9]1. The reactants are C(C)(=O)O (acetic acid), OC1=C(C(CC(C1)C=1C=NC=CC1)=O)C(CCC)=O (3-Hydroxy-5-(3-pyridyl)-2-butyrylcyclohex-2-en-1-one), Cl.C(C)ON (O-ethylhydroxylamine hydrochloride), O.O.O.C(C)(=O)[O-].[Na+] (sodium acetate trihydrate). The solvent is C(C)O (ethanol). Yields the product C(C)ON=C(CCC)C=1C(CC(CC1O)C=1C=NC=CC1)=O (2-[1-(ethoxyimino)-butyl]-3-hydroxy-5-(3-pyridyl)cyclohex-2-en-1-one). As a reaction SMILES: [OH:1][C:2]1[CH2:7][CH:6]([C:8]2[CH:9]=[N:10][CH:11]=[CH:12][CH:13]=2)[CH2:5][C:4](=[O:14])[C:3]=1[C:15](=O)[CH2:16][CH2:17][CH3:18].Cl.[CH2:21]([O:23][NH2:24])[CH3:22].O.O.O.C([O-])(=O)C.[Na+].C(O)(=O)C>C(O)C>[CH2:21]([O:23][N:24]=[C:15]([C:3]1[C:4](=[O:14])[CH2:5][CH:6]([C:8]2[CH:9]=[N:10][CH:11]=[CH:12][CH:13]=2)[CH2:7][C:2]=1[OH:1])[CH2:16][CH2:17][CH3:18])[CH3:22] |f:1.2,3.4.5.6.7|. Procedure: 3-Hydroxy-5-(3-pyridyl)-2-butyrylcyclohex-2-en-1-one (1.0 g) was stirred with O-ethylhydroxylamine hydrochloride (1.1 equiv) and sodium acetate trihydrate (1.1 equiv) in ethanol (30 ml) at room temperature for 12 hr. The mixture was poured into a dilute acetic acid solution, which was subsequently extracted with ether. The dried (MgSO4) organic extract was evaporated to give 2-[1-(ethoxyimino)-butyl]-3-hydroxy-5-(3-pyridyl)cyclohex-2-en-1-one as an oil. Reactants: ice water, FC=1C=2CC[C@H]3[C@@H]4CC[C@@H]([C@@]4(C)CC[C@@H]3C2C=CC1)O (4-fluoroestra-1,3,5(10)-trien-17β-ol). Reagents/catalysts: [O-2].[O-2].[O-2].[Cr+6] (chromium trioxide). The solvent is S(O)(O)(=O)=O (sulfuric acid), CC(=O)C (acetone). The product is crude product, FC=1C=2CC[C@H]3[C@@H]4CCC([C@@]4(C)CC[C@@H]3C2C=CC1)=O (4-fluoroestra-1,3,5-(10)-trien-17-one). RXN SMILES: [F:1][C:2]1[C:3]2[CH2:4][CH2:5][C@@H:6]3[C@@H:15]([C:16]=2[CH:17]=[CH:18][CH:19]=1)[CH2:14][CH2:13][C@@:11]1([CH3:12])[C@H:7]3[CH2:8][CH2:9][C@@H:10]1[OH:20]>CC(C)=O.S(=O)(=O)(O)O.[O-2].[O-2].[O-2].[Cr+6]>[F:1][C:2]1[C:3]2[CH2:4][CH2:5][C@@H:6]3[C@@H:15]([C:16]=2[CH:17]=[CH:18][CH:19]=1)[CH2:14][CH2:13][C@@:11]1([CH3:12])[C@H:7]3[CH2:8][CH2:9][C:10]1=[O:20] |f:3.4.5.6|. Reported procedure: To a solution of 4-fluoroestra-1,3,5(10)-trien-17β-ol (100 mg, 0.36 mmol) in 1.5 ml of acetone at 0° C. was added, dropwise with stirring, a solution of 95 ml of 8N chromium trioxide in 8N sulfuric acid. After approximately 5 min. the reaction mixture was poured into 75 ml of ice water and the solids were collected. The filter cake was stirred with methanol. The inorganic salts were removed and the filtrate was evaporated to dryness to give the crude product, 4-fluoroestra-1,3,5-(10)-trien-17-on... Starting materials: resultant mixture, [Cl-].[Al+3].[Cl-].[Cl-] (Aluminium chloride), BrC=1C=C2C=CC(=CC2=CC1)S(=O)(=O)Cl (6-bromonaphth-2-ylsulphonyl chloride), C1(=CC=CC=C1)OC (anisole), Cl (hydrochloric acid). The solvent is O (water), C(Cl)Cl (methylene chloride), C(Cl)Cl (Methylene chloride). Run at temperature 4 celsius. Yields the product BrC=1C=C2C=CC(=CC2=CC1)S(=O)(=O)C1=CC=C(C=C1)OC (4-(6-bromonaphth-2-ylsulphonyl)anisole). Yield: 23.1%. RXN SMILES: [Cl-].[Al+3].[Cl-].[Cl-].[Br:5][C:6]1[CH:7]=[C:8]2[C:13](=[CH:14][CH:15]=1)[CH:12]=[C:11]([S:16](Cl)(=[O:18])=[O:17])[CH:10]=[CH:9]2.[C:20]1([O:26][CH3:27])[CH:25]=[CH:24][CH:23]=[CH:22][CH:21]=1.Cl>C(Cl)Cl.O>[Br:5][C:6]1[CH:7]=[C:8]2[C:13](=[CH:14][CH:15]=1)[CH:12]=[C:11]([S:16]([C:23]1[CH:24]=[CH:25][C:20]([O:26][CH3:27])=[CH:21][CH:22]=1)(=[O:18])=[O:17])[CH:10]=[CH:9]2 |f:0.1.2.3|. Procedure details: Aluminium chloride (3.33 g) was added portionwise over 30 minutes to a stirred mixture of 6-bromonaphth-2-ylsulphonyl chloride (6.11 g) and anisole (3.33 g) in dry methylene chloride (35 ml). The resultant mixture was stirred for 24 hours. Methylene chloride (75 ml) was added. the mixture cooled to 4° C. and water (100 ml) added cautiously. The mixture was acidified with 2M hydrochloric acid, separated and the aqueous phase extracted with methylene chloride (30 ml). The combined organic phases w... Yields the product C(C)(C)(C)C=1N=C(SC1)C=1OC2=C(C1)C=C(C=C2)OCC2=C(OC(C(=O)N)CCC)C=CC=C2 (2-{2-{[2-(4-tert-butylthiazol-2-yl)benzofuran-5-yloxy]methyl}phenoxy}-pentanamide). The yield is 102.2%. As a reaction SMILES: [C:1]([C:5]1[N:6]=[C:7]([C:10]2[O:11][C:12]3[CH:18]=[CH:17][C:16]([O:19][CH2:20][C:21]4[CH:34]=[CH:33][CH:32]=[CH:31][C:22]=4[O:23][CH:24]([CH2:28][CH2:29][CH3:30])[C:25]([OH:27])=O)=[CH:15][C:13]=3[CH:14]=2)[S:8][CH:9]=1)([CH3:4])([CH3:3])[CH3:2].O[N:36]1C2C=CC=CC=2N=N1.Cl.C(N=C=NCCCN(C)C)C.N>CN(C)C=O.O>[C:1]([C:5]1[N:6]=[C:7]([C:10]2[O:11][C:12]3[CH:18]=[CH:17][C:16]([O:19][CH2:20][C:21]4[CH:34]=[CH:33][CH:32]=[CH:31][C:22]=4[O:23][CH:24]([CH2:28][CH2:29][CH3:30])[C:25]([NH2:36])=[O:27])=[CH:15][C:13]=3[CH:14]=2)[S:8][CH:9]=1)([CH3:4])([CH3:3])[CH3:2] |f:2.3|. The solvent is CN(C=O)C (dimethylformamide), O (water). Reported procedure: To a solution of 2-{2-{[2-(4-tert-butylthiazol-2-yl)benzofuran-5-yloxy]methyl}phenoxy}pentanoic acid (500 mg) and 1-hydroxybenzotriazole (141 mg) in dimethylformamide (5 ml) was added N-ethyl-N'-(3-dimethylaminopropyl)carbodiimide hydrochloride (200 mg) at room temperature. The solution was stirred for an hour at the same temperature and was ice-cooled. Then concentrated solution of ammonia (0.3 ml) was added into the solution and the resulting mixture was stirred further for an hour. The mixtur... Reactants: N (ammonia), C(C)(C)(C)C=1N=C(SC1)C=1OC2=C(C1)C=C(C=C2)OCC2=C(OC(C(=O)O)CCC)C=CC=C2 (2-{2-{[2-(4-tert-butylthiazol-2-yl)benzofuran-5-yloxy]methyl}phenoxy}pentanoic acid), ON1N=NC2=C1C=CC=C2 (1-hydroxybenzotriazole), Cl.C(C)N=C=NCCCN(C)C (N-ethyl-N'-(3-dimethylaminopropyl)carbodiimide hydrochloride). Reactants: CCCOC1CCNCC1, CC#N, O=c1sc2ccccc2n1CCCCCCCl, [K+], [K+], O=C([O-])[O-]. Yields the product CCCOC1CCN(CCCCCCn2c(=O)sc3ccccc32)CC1. Reaction SMILES: [CH2:18]([CH2:19][CH3:20])[O:21][CH:22]1[CH2:23][CH2:24][NH:25][CH2:26][CH2:27]1.[CH3:34][C:35]#[N:36].[Cl:1][CH2:2][CH2:3][CH2:4][CH2:5][CH2:6][CH2:7][n:8]1[c:9](=[O:17])[s:10][c:11]2[c:12]1[cH:13][cH:14][cH:15][cH:16]2.[K+:28].[K+:29].[O-:30][C:31]([O-:32])=[O:33]>>[CH2:2]([CH2:3][CH2:4][CH2:5][CH2:6][CH2:7][n:8]1[c:9](=[O:17])[s:10][c:11]2[c:12]1[cH:13][cH:14][cH:15][cH:16]2)[N:25]1[CH2:24][CH2:23][CH:22]([O:21][CH2:18][CH2:19][CH3:20])[CH2:27][CH2:26]1. Reactants: BrC=1C=C(C(=O)NC=2SC3=C(N2)C(=CC=C3N3CCOCC3)OC)C=CN1 (2-bromo-N-(4-methoxy-7-morpholin-4-yl-benzothiazol-2-yl)-isonicotinamide), C([O-])([O-])=O.[Cs+].[Cs+] (cesium carbonate), NCCC1=NC=CC=C1 (2-(2-aminoethyl)-pyridine). Product: COC1=CC=C(C2=C1N=C(S2)NC(C2=CC(=NC=C2)NCCC2=NC=CC=C2)=O)N2CCOCC2 (N-(4-Methoxy-7-morpholin-4-yl-benzothiazol-2-yl)-2-(2-pyridin-2-yl-ethylamino)-isonicotinamide). The solvent is CN1CCCC1=O (NMP). Reported procedure: From 2-bromo-N-(4-methoxy-7-morpholin-4-yl-benzothiazol-2-yl)-isonicotinamide with cesium carbonate and 2-(2-aminoethyl)-pyridine in NMP. ES-MS m/e (%): 491 (M+H+, 100). Reaction SMILES: Br[C:2]1[CH:3]=[C:4]([CH:25]=[CH:26][N:27]=1)[C:5]([NH:7][C:8]1[S:9][C:10]2[C:16]([N:17]3[CH2:22][CH2:21][O:20][CH2:19][CH2:18]3)=[CH:15][CH:14]=[C:13]([O:23][CH3:24])[C:11]=2[N:12]=1)=[O:6].C(=O)([O-])[O-].[Cs+].[Cs+].[NH2:34][CH2:35][CH2:36][C:37]1[CH:42]=[CH:41][CH:40]=[CH:39][N:38]=1>CN1C(=O)CCC1>[CH3:24][O:23][C:13]1[C:11]2[N:12]=[C:8]([NH:7][C:5](=[O:6])[C:4]3[CH:25]=[CH:26][N:27]=[C:2]([NH:34][CH2:35][CH2:36][C:37]4[CH:42]=[CH:41][CH:40]=[CH:39][N:38]=4)[CH:3]=3)[S:9][C:10]=2[C:16]([N:17]2[CH2:22][CH2:21][O:20][CH2:19][CH2:18]2)=[CH:15][CH:14]=1 |f:1.2.3|. The reactants are CCCCOCCOc1ccc(-c2ccc3c(c2)C=C(C(=O)O)CCN3CC2CC2)cc1, CCCn1cncc1CS(=O)c1ccc(N)cc1, O=C(Cl)C(=O)Cl, CN(C)C=O, C1CCOC1, O, c1ccncc1. Yields the product CCCCOCCOc1ccc(-c2ccc3c(c2)C=C(C(=O)Nc2ccc(S(=O)Cc4cncn4CCC)cc2)CCN3CC2CC2)cc1. Reaction SMILES: [CH2:1]([CH2:2][CH2:3][CH3:4])[O:5][CH2:6][CH2:7][O:8][c:9]1[cH:10][cH:11][c:12](-[c:15]2[cH:16][cH:17][c:18]3[c:19]([cH:32]2)[CH:20]=[C:21]([C:29](=[O:30])[OH:31])[CH2:22][CH2:23][N:24]3[CH2:25][CH:26]2[CH2:27][CH2:28]2)[cH:13][cH:14]1.[CH2:44]([CH2:45][CH3:46])[n:47]1[cH:48][n:49][cH:50][c:51]1[CH2:52][S:53](=[O:54])[c:55]1[cH:56][cH:57][c:58]([NH2:59])[cH:60][cH:61]1.[Cl:38][C:39]([C:40]([Cl:41])=[O:42])=[O:43].[O:33]=[CH:34][N:35]([CH3:36])[CH3:37].[O:62]1[CH2:63][CH2:64][CH2:65][CH2:66]1.[OH2:67].[cH:68]1[cH:69][cH:70][n:71][cH:72][cH:73]1>>[CH2:1]([CH2:2][CH2:3][CH3:4])[O:5][CH2:6][CH2:7][O:8][c:9]1[cH:10][cH:11][c:12](-[c:15]2[cH:16][cH:17][c:18]3[c:19]([cH:32]2)[CH:20]=[C:21]([C:29](=[O:30])[NH:59][c:58]2[cH:57][cH:56][c:55]([S:53]([CH2:52][c:51]4[n:47]([CH2:44][CH2:45][CH3:46])[cH:48][n:49][cH:50]4)=[O:54])[cH:61][cH:60]2)[CH2:22][CH2:23][N:24]3[CH2:25][CH:26]2[CH2:27][CH2:28]2)[cH:13][cH:14]1. The reactants are Cl, CNC(=O)c1c(-c2ccc(F)cc2)oc2ccc(-c3cc(C(=O)O)c(OC)cc3C)c(F)c12, CN(C)C=O, O, NC1(c2ccncn2)CC1. Yields the product CNC(=O)c1c(-c2ccc(F)cc2)oc2ccc(-c3cc(C(=O)NC4(c5ccncn5)CC4)c(OC)cc3C)c(F)c12. RXN SMILES: [ClH:44].[F:1][c:2]1[c:3](-[c:22]2[c:23]([CH3:33])[cH:24][c:25]([O:31][CH3:32])[c:26]([C:27](=[O:28])[OH:29])[cH:30]2)[cH:4][cH:5][c:6]2[c:7]1[c:8]([C:18]([NH:19][CH3:20])=[O:21])[c:9](-[c:11]1[cH:12][cH:13][c:14]([F:17])[cH:15][cH:16]1)[o:10]2.[O:45]=[CH:46][N:47]([CH3:48])[CH3:49].[OH2:50].[n:34]1[cH:35][n:36][c:37]([C:40]2([NH2:43])[CH2:41][CH2:42]2)[cH:38][cH:39]1>>[F:1][c:2]1[c:3](-[c:22]2[c:23]([CH3:33])[cH:24][c:25]([O:31][CH3:32])[c:26]([C:27](=[O:28])[NH:43][C:40]3([c:37]4[n:36][cH:35][n:34][cH:39][cH:38]4)[CH2:41][CH2:42]3)[cH:30]2)[cH:4][cH:5][c:6]2[c:7]1[c:8]([C:18]([NH:19][CH3:20])=[O:21])[c:9](-[c:11]1[cH:12][cH:13][c:14]([F:17])[cH:15][cH:16]1)[o:10]2.